Dataset: the Open Reaction Database (ORD), a public repository of structured organic reaction records. Task: describe an organic reaction: reactants, conditions, products, and yield Starting materials: CC1(CCCCl)OCCO1, Cc1ccccc1, C[O-], CO, CS, [Na+], [Na]. The product is CSCCCC1(C)OCCO1. As a reaction SMILES: [CH2:7]1[CH2:8][O:9][C:10]([CH3:11])([CH2:12][CH2:13][CH2:14][Cl:15])[O:16]1.[CH3:17][c:18]1[cH:19][cH:20][cH:21][cH:22][cH:23]1.[CH3:1][O-:2].[CH3:24][OH:25].[CH3:5][SH:6].[Na+:3].[Na:4]>>[CH3:5][S:6][CH2:14][CH2:13][CH2:12][C:10]1([CH3:11])[O:9][CH2:8][CH2:7][O:16]1. The reactants are N#CBr, CCN(CC(N)CO)c1ccccc1. Yields the product CCN(CC1COC(N)=N1)c1ccccc1. Reaction SMILES: [N:15]#[C:16][Br:17].[NH2:1][CH:2]([CH2:3][OH:4])[CH2:5][N:6]([c:7]1[cH:8][cH:9][cH:10][cH:11][cH:12]1)[CH2:13][CH3:14]>>[N:1]1=[C:16]([NH2:15])[O:4][CH2:3][CH:2]1[CH2:5][N:6]([c:7]1[cH:8][cH:9][cH:10][cH:11][cH:12]1)[CH2:13][CH3:14]. Starting materials: COCC#Cc1ccc(-c2cnc3[nH]ccc3c2)cn1, CO, [H][H], [OH-], [OH-], [Pd+2]. Product: COCCCc1ccc(-c2cnc3[nH]ccc3c2)cn1. Reaction SMILES: [CH3:1][O:2][CH2:3][C:4]#[C:5][c:6]1[cH:7][cH:8][c:9](-[c:12]2[cH:13][c:14]3[c:15]([n:16][cH:17]2)[nH:18][cH:19][cH:20]3)[cH:10][n:11]1.[CH3:23][OH:24].[H:21][H:22].[OH-:25].[OH-:27].[Pd+2:26]>>[CH3:1][O:2][CH2:3][CH2:4][CH2:5][c:6]1[cH:7][cH:8][c:9](-[c:12]2[cH:13][c:14]3[c:15]([n:16][cH:17]2)[nH:18][cH:19][cH:20]3)[cH:10][n:11]1. Reactants: C1COCCN1, CC(C)(C)[O-], Cc1ccccc1, CC(=O)N(Cc1cc(C(F)(F)F)cc(C(F)(F)F)c1)C1CCCN(C(=O)OC(C)C)c2ccc(Br)cc21, ClCCl, [Na+], O=C(C=Cc1ccccc1)C=Cc1ccccc1, O=C(C=Cc1ccccc1)C=Cc1ccccc1, O=C(C=Cc1ccccc1)C=Cc1ccccc1, [Pd], [Pd]. The product is CC(=O)N(Cc1cc(C(F)(F)F)cc(C(F)(F)F)c1)C1CCCN(C(=O)OC(C)C)c2ccc(N3CCOCC3)cc21. RXN SMILES: [CH2:7]1[CH2:8][O:9][CH2:10][CH2:11][NH:12]1.[CH3:1][C:2]([CH3:3])([O-:4])[CH3:5].[CH3:50][c:51]1[cH:52][cH:53][cH:54][cH:55][cH:56]1.[CH:13]([CH3:14])([CH3:15])[O:16][C:17](=[O:18])[N:19]1[c:20]2[c:21]([cH:45][c:46]([Br:49])[cH:47][cH:48]2)[CH:22]([N:26]([CH2:27][c:28]2[cH:29][c:30]([C:38]([F:39])([F:40])[F:41])[cH:31][c:32]([C:34]([F:35])([F:36])[F:37])[cH:33]2)[C:42]([CH3:43])=[O:44])[CH2:23][CH2:24][CH2:25]1.[Cl:57][CH2:58][Cl:59].[Na+:6].[O:62]=[C:63]([CH:64]=[CH:65][c:66]1[cH:67][cH:68][cH:69][cH:70][cH:71]1)[CH:72]=[CH:73][c:74]1[cH:75][cH:76][cH:77][cH:78][cH:79]1.[O:80]=[C:81]([CH:82]=[CH:83][c:84]1[cH:85][cH:86][cH:87][cH:88][cH:89]1)[CH:90]=[CH:91][c:92]1[cH:93][cH:94][cH:95][cH:96][cH:97]1.[O:98]=[C:99]([CH:100]=[CH:101][c:102]1[cH:103][cH:104][cH:105][cH:106][cH:107]1)[CH:108]=[CH:109][c:110]1[cH:111][cH:112][cH:113][cH:114][cH:115]1.[Pd:60].[Pd:61]>>[CH2:7]1[CH2:8][O:9][CH2:10][CH2:11][N:12]1[c:46]1[cH:45][c:21]2[c:20]([cH:48][cH:47]1)[N:19]([C:17]([O:16][CH:13]([CH3:14])[CH3:15])=[O:18])[CH2:25][CH2:24][CH2:23][CH:22]2[N:26]([CH2:27][c:28]1[cH:29][c:30]([C:38]([F:39])([F:40])[F:41])[cH:31][c:32]([C:34]([F:35])([F:36])[F:37])[cH:33]1)[C:42]([CH3:43])=[O:44]. RXN SMILES: [CH3:1][O:2][CH:3]1[CH2:18][CH2:17][C:6]2([NH:10][C:9](=[O:11])[CH:8]([C:12](OC)=O)[C:7]2=[O:16])[CH2:5][CH2:4]1.[CH3:19][C:20]1(C)N[C:23](=O)[CH2:22][C:21]1=O>>[CH3:1][O:2][CH:3]1[CH2:4][CH2:5][C:6]2([NH:10][C:9](=[O:11])[CH:8]([C:12]3[CH:23]=[CH:22][CH:21]=[CH:20][CH:19]=3)[C:7]2=[O:16])[CH2:17][CH2:18]1. Reactants: COC1CCC2(C(C(C(N2)=O)C(=O)OC)=O)CC1 (methyl 8-methoxy-2,4-dioxo-1-azaspiro[4.5]decane-3-carboxylate), CC1(C(CC(N1)=O)=O)C (5,5-dimethyl-pyrrolidine-2,4-dione). Yields the product COC1CCC2(C(C(C(N2)=O)C2=CC=CC=C2)=O)CC1 (8-Methoxy-3-phenyl-1-azaspiro[4.5]decane-2,4-dione). Procedure details: The procedure is as in Example 1, except that 1.532 g of methyl 8-methoxy-2,4-dioxo-1-azaspiro[4.5]decane-3-carboxylate as in Example (X-2-a-1) are used instead of 5,5-dimethyl-pyrrolidine-2,4-dione. This gives the title compound in a yield of approximately 90% of theory. Yield: 90.0%. Reactants: CCC(C(=O)[O-])N(C[PH](=O)O)C(=O)C(F)(F)F, ClP(Cl)Cl, c1ccccc1. Product: CCC(C(=O)O)N(CP(Cl)Cl)C(=O)C(F)(F)F. Reaction SMILES: [CH2:1]([CH3:2])[CH:3]([N:4]([C:5]([C:6]([F:7])([F:8])[F:9])=[O:10])[CH2:11][PH:12]([OH:13])=[O:14])[C:15](=[O:16])[O-:17].[Cl:18][P:19]([Cl:20])[Cl:21].[cH:22]1[cH:23][cH:24][cH:25][cH:26][cH:27]1>>[CH2:1]([CH3:2])[CH:3]([N:4]([C:5]([C:6]([F:7])([F:8])[F:9])=[O:10])[CH2:11][P:19]([Cl:18])[Cl:21])[C:15](=[O:16])[OH:17]. Product: N1(CCC1)C1=NC=C(C=C1)[N+](=O)[O-] (2-(Azetidin-1-yl)-5-nitropyridine). Run at temperature 20 celsius, time 5 minute. Run in C(C)(=O)OCC (ethyl acetate), CN(C=O)C (dimethylformamide). Reported procedure: Add, dropwise, 4.7 g (80.76 mmol) of azetidine to a suspension, stirred at 20° C., of 27.9 g (0.201 mole) of potassium carbonate and 11 g (67.3 mmol) of 2-chloro-5-nitropyridine in 100 mL of dimethylformamide. Stir the mixture for 5 minutes at 20° C., then for 6 hours at 70° C. After this time, the suspension is poured into a mixture of 300 mL of water and 300 mL of ethyl acetate. The aqueous phase is separated, then extracted with 200 mL of ethyl acetate. The organic phases are combined, washed... RXN SMILES: [NH:1]1[CH2:4][CH2:3][CH2:2]1.C(=O)([O-])[O-].[K+].[K+].Cl[C:12]1[CH:17]=[CH:16][C:15]([N+:18]([O-:20])=[O:19])=[CH:14][N:13]=1.O>CN(C)C=O.C(OCC)(=O)C>[N:1]1([C:12]2[CH:17]=[CH:16][C:15]([N+:18]([O-:20])=[O:19])=[CH:14][N:13]=2)[CH2:4][CH2:3][CH2:2]1 |f:1.2.3|. Starting materials: O (water), N1CCC1 (azetidine), C([O-])([O-])=O.[K+].[K+] (potassium carbonate), ClC1=NC=C(C=C1)[N+](=O)[O-] (2-chloro-5-nitropyridine). Run in O (water), CO (methanol). Isolated yield 15.3%. RXN SMILES: [NH2:1]OS(=O)(=O)O.C(=O)([O-])O.[Na+].[CH:12]1([CH2:15][O:16][C:17]2[CH:18]=[CH:19][C:20]([C:23]#[C:24][C:25]3[CH:42]=[CH:41][C:28]([O:29][CH2:30][C@@H:31]([NH:33][C:34](=[O:40])[O:35][C:36]([CH3:39])([CH3:38])[CH3:37])[CH3:32])=[CH:27][CH:26]=3)=[N:21][CH:22]=2)[CH2:14][CH2:13]1>O.CO>[CH:12]1([CH2:15][O:16][C:17]2[CH:18]=[CH:19][C:20]3[N:21]([N:1]=[C:24]([C:25]4[CH:42]=[CH:41][C:28]([O:29][CH2:30][C@@H:31]([NH:33][C:34](=[O:40])[O:35][C:36]([CH3:37])([CH3:38])[CH3:39])[CH3:32])=[CH:27][CH:26]=4)[CH:23]=3)[CH:22]=2)[CH2:14][CH2:13]1 |f:1.2|. Reactants: C(O)([O-])=O.[Na+] (sodium hydrogen carbonate), NOS(O)(=O)=O ((Aminooxy)(hydroxy)sulfane dioxide), C1(CC1)COC=1C=CC(=NC1)C#CC1=CC=C(OC[C@H](C)NC(OC(C)(C)C)=O)C=C1 (tert-butyl [(1S)-2-(4-{[5-(cyclopropylmethoxy)pyridin-2-yl]ethynyl}phenoxy)-1-methylethyl]carbamate). Procedure: (Aminooxy)(hydroxy)sulfane dioxide (679 mg) was dissolved in water (3 mL), and saturated aqueous sodium hydrogen carbonate solution was added dropwise thereto at 0° C. to neutralize the solution. To the obtained mixture was added a solution of tert-butyl [(1S)-2-(4-{[5-(cyclopropylmethoxy)pyridin-2-yl]ethynyl}phenoxy)-1-methylethyl]carbamate (845 mg) in methanol (5 mL) at room temperature, and the mixture was stirred at 60° C. overnight, and concentrated under reduced pressure. To the residue we... Run at temperature 60 celsius, time 8 hour. Product: C1(CC1)COC=1C=CC=2N(C1)N=C(C2)C2=CC=C(OC[C@H](C)NC(OC(C)(C)C)=O)C=C2 (tert-butyl [(1S)-2-{4-[6-(cyclopropylmethoxy)pyrazolo[1,5-a]pyridin-2-yl]phenoxy}-1-methylethyl]carbamate).